This data is from the Open Reaction Database (ORD), a public repository of structured organic reaction records. The task is: describe an organic reaction: reactants, conditions, products, and yield Reaction SMILES: Br[C:2]1[CH:7]=[C:6]([Br:8])[N:5]=[C:4]([C:9]([O:11][CH3:12])=[O:10])[C:3]=1[Cl:13].[N-:14]=[N+:15]=[N-:16].[Na+]>CN(C=O)C.O>[N:14]([C:2]1[CH:7]=[C:6]([Br:8])[N:5]=[C:4]([C:9]([O:11][CH3:12])=[O:10])[C:3]=1[Cl:13])=[N+:15]=[N-:16] |f:1.2|. Reaction conditions: temperature 50 celsius. Procedure: To a solution of methyl 4,6-dibromo-3-chloropyridine-2-carboxylate (6.0 g 0.018 mol) in DMF (50 mL) was added sodium azide (2.0 g 0.03 mol) and the solution warmed to 50° C. for 1 hr. The reaction was diluted with water (200 mL) and cooled to 0° C. for 1 hr. The solid was collected to give methyl 4-azido-6-bromo-3-chloropyridine-2-carboxylate (4.4 g, 0.012 mol, 66%); mp 84-86° C. The solvent is O (water), CN(C)C=O (DMF). Reactants: BrC1=C(C(=NC(=C1)Br)C(=O)OC)Cl (methyl 4,6-dibromo-3-chloropyridine-2-carboxylate), [N-]=[N+]=[N-].[Na+] (sodium azide). Yields the product N(=[N+]=[N-])C1=C(C(=NC(=C1)Br)C(=O)OC)Cl (methyl 4-azido-6-bromo-3-chloropyridine-2-carboxylate). Isolated yield 66.7%.